From a dataset of the Open Reaction Database (ORD), a public repository of structured organic reaction records. describe an organic reaction: reactants, conditions, products, and yield Starting materials: NC=1OC2=C(C(C1C=O)=O)C=CC=C2 (2-amino-4-oxo-4H-1-benzopyran-3-carboxaldehyde), CN(C=O)C (dimethylformamide), C(#N)C#C (cyanoacetylene). Conditions: temperature 140 celsius, time 15 hour. The product is C(#N)C=1C=NC=2C(C3=CC=CC=C3OC2C1)=O (3-cyano-1-azaxanthone). RXN SMILES: N[C:2]1[O:3][C:4]2[CH:14]=[CH:13][CH:12]=[CH:11][C:5]=2[C:6](=[O:10])[C:7]=1C=O.[C:15]([C:17]#[CH:18])#[N:16].[CH3:19][N:20](C)C=O>>[C:15]([C:17]1[CH:19]=[N:20][C:7]2[C:6](=[O:10])[C:5]3[C:4]([O:3][C:2]=2[CH:18]=1)=[CH:14][CH:13]=[CH:12][CH:11]=3)#[N:16]. Procedure details: To 70 ml of dimethylformamide was added 2.2 g of 2-amino-4-oxo-4H-1-benzopyran-3-carboxaldehyde, followed by the addition of 2.5 g of cyanoacetylene. The mixture was heated under stirring at 140° C. for 15 hours and the solvent was then distilled off under reduced pressure. The residue was chromatographed on silica gel and eluted with chloroform and recrystallized from acetonitrile to give 0.83 g of 3-cyano-1-azaxanthone as crystals, m.p. 220°-226° C. Reactants: N1C(=NC2=C1C=CC=C2)NC(=O)C2=C(N=CN2)C(=O)NC2=C(C=C(C=C2)N2CCNCC2)C (N5-(1H-Benzo[d]imidazol-2-yl)-N4-(2-methyl-4-(piperazin-1-yl)phenyl)-1H-imidazole-4,5-dicarboxamide), C1(=CC=CC=C1)N=C=O (Phenyl isocyanate). The solvent is ClCCl (dichloromethane). Reaction conditions: time 16 hour. Product: N1C(=NC2=C1C=CC=C2)NC(=O)C2=C(N=CN2)C(=O)NC2=C(C=C(C=C2)N2CCN(CC2)C(=O)NC2=CC=CC=C2)C (N5-1H-benzimidazol-2-yl-N4-(2-methyl-4-{4-[(phenylamino)carbonyl]piperazin-1-yl}phenyl)-1H-imidazole-4,5-dicarboxamide). As a reaction SMILES: [NH:1]1[C:5]2[CH:6]=[CH:7][CH:8]=[CH:9][C:4]=2[N:3]=[C:2]1[NH:10][C:11]([C:13]1[NH:17][CH:16]=[N:15][C:14]=1[C:18]([NH:20][C:21]1[CH:26]=[CH:25][C:24]([N:27]2[CH2:32][CH2:31][NH:30][CH2:29][CH2:28]2)=[CH:23][C:22]=1[CH3:33])=[O:19])=[O:12].[C:34]1([N:40]=[C:41]=[O:42])[CH:39]=[CH:38][CH:37]=[CH:36][CH:35]=1>ClCCl>[NH:1]1[C:5]2[CH:6]=[CH:7][CH:8]=[CH:9][C:4]=2[N:3]=[C:2]1[NH:10][C:11]([C:13]1[NH:17][CH:16]=[N:15][C:14]=1[C:18]([NH:20][C:21]1[CH:26]=[CH:25][C:24]([N:27]2[CH2:28][CH2:29][N:30]([C:41]([NH:40][C:34]3[CH:39]=[CH:38][CH:37]=[CH:36][CH:35]=3)=[O:42])[CH2:31][CH2:32]2)=[CH:23][C:22]=1[CH3:33])=[O:19])=[O:12]. Procedure details: N5-(1H-Benzo[d]imidazol-2-yl)-N4-(2-methyl-4-(piperazin-1-yl)phenyl)-1H-imidazole-4,5-dicarboxamide (1 equivalent) and dichloromethane were stirred for 5 minutes. Phenyl isocyanate (1.5 equiv) was added and the reaction mixture was stirred at room temperature for 16 hours. The reaction mixture was evaporated under reduced pressure. The resulting crude product was purified by reverse phase HPLC (aqueous ammonium acetate/acetonitrile to give N5-1H-benzimidazol-2-yl-N4-(2-methyl-4-{4-[(phenylamino)... The reactants are C(C)OC(C(=CC1=C(C=C(C=C1)N(C)C)[N+](=O)[O-])C(=O)OCC)=O (Ethyl-α-carbethoxy-4-dimethylamino-2-nitrocinnamate), C(C)(=O)[O-].C(C)(=O)[O-].C(C)(=O)[O-].C(C)(=O)[O-].[Pb+4] (lead tetracetate). Run in C(C)(=O)O (acetic acid). Reaction conditions: time 1 hour. Yields the product C(C)OC(C(=CC1=C(C=C(C=C1)NC)[N+](=O)[O-])C(=O)OCC)=O (Ethyl-α-carbethoxy-4-methylamino-2-nitrocinnamate). RXN SMILES: [CH2:1]([O:3][C:4](=[O:24])[C:5]([C:19]([O:21][CH2:22][CH3:23])=[O:20])=[CH:6][C:7]1[CH:12]=[CH:11][C:10]([N:13](C)[CH3:14])=[CH:9][C:8]=1[N+:16]([O-:18])=[O:17])[CH3:2].C([O-])(=O)C.C([O-])(=O)C.C([O-])(=O)C.C([O-])(=O)C.[Pb+4]>C(O)(=O)C>[CH2:1]([O:3][C:4](=[O:24])[C:5]([C:19]([O:21][CH2:22][CH3:23])=[O:20])=[CH:6][C:7]1[CH:12]=[CH:11][C:10]([NH:13][CH3:14])=[CH:9][C:8]=1[N+:16]([O-:18])=[O:17])[CH3:2] |f:1.2.3.4.5|. Procedure details: The cinnamic ester (1) (5.0 g, 14.8 mmol) was dissolved in 100 mL of acetic acid and 7.6 g (17.2 mmol) of lead tetracetate was added. After allowing the mixture to stir for one hour at room temperature, the solvent was removed. Toluene (100 mL) was added and the slurry concentrated, then 100 mL of chloroform (CHCl3) was added, the solid broken up thoroughly, and the solution decanted. Chloroform (100 mL) was added to the solid and the mixture refluxed briefly, filtered, and the filtrate combined...